From a dataset of the Open Reaction Database (ORD), a public repository of structured organic reaction records. describe an organic reaction: reactants, conditions, products, and yield The reactants are CO, [Na+], [OH-], CCOC(=O)c1cccc(NS(=O)(=O)Nc2ccc3c(c2)S(=O)(=O)N=C(c2c(O)c4cccnc4n(CCC(C)C)c2=O)N3)c1. RXN SMILES: [CH3:46][OH:47].[Na+:49].[OH-:48].[OH:1][c:2]1[c:3]([C:18]2=[N:19][S:20](=[O:44])(=[O:45])[c:21]3[c:22]([cH:24][cH:25][c:26]([NH:28][S:29](=[O:30])(=[O:31])[NH:32][c:33]4[cH:34][c:35]([C:36](=[O:37])[O:38][CH2:39][CH3:40])[cH:41][cH:42][cH:43]4)[cH:27]3)[NH:23]2)[c:4](=[O:17])[n:5]([CH2:12][CH2:13][CH:14]([CH3:15])[CH3:16])[c:6]2[n:7][cH:8][cH:9][cH:10][c:11]12>>[OH:1][c:2]1[c:3]([C:18]2=[N:19][S:20](=[O:44])(=[O:45])[c:21]3[c:22]([cH:24][cH:25][c:26]([NH:28][S:29](=[O:30])(=[O:31])[NH:32][c:33]4[cH:34][c:35]([C:36](=[O:37])[OH:38])[cH:41][cH:42][cH:43]4)[cH:27]3)[NH:23]2)[c:4](=[O:17])[n:5]([CH2:12][CH2:13][CH:14]([CH3:15])[CH3:16])[c:6]2[n:7][cH:8][cH:9][cH:10][c:11]12. Yields the product CC(C)CCn1c(=O)c(C2=NS(=O)(=O)c3cc(NS(=O)(=O)Nc4cccc(C(=O)O)c4)ccc3N2)c(O)c2cccnc21. The reactants are BrC=1N=CNC1 (4-bromoimidazole), OC=1C=CC=C2C=CC=NC12 (8-hydroxyquinoline), C([O-])([O-])=O.[Cs+].[Cs+] (cesium carbonate), FC(OC1=CC=C(C=C1)I)(F)F (4-trifluoromethoxyiodobenzene). Reagents/catalysts: [Cu]I (CuI). Solvent: CCOC(=O)C (EtOAc), O (H2O), CN(C)C=O (DMF). Conditions: temperature 130 celsius. Yields the product BrC=1N=CN(C1)C1=CC=C(C=C1)OC(F)(F)F (4-bromo-1-(4-trifluoromethoxyphenyl)-1H-imidazole). Isolated yield 51.3%. As a reaction SMILES: [Br:1][C:2]1[N:3]=[CH:4][NH:5][CH:6]=1.OC1C=CC=C2C=1N=CC=C2.C(=O)([O-])[O-].[Cs+].[Cs+].[F:24][C:25]([F:35])([F:34])[O:26][C:27]1[CH:32]=[CH:31][C:30](I)=[CH:29][CH:28]=1>CCOC(C)=O.[Cu]I.O.CN(C=O)C>[Br:1][C:2]1[N:3]=[CH:4][N:5]([C:30]2[CH:29]=[CH:28][C:27]([O:26][C:25]([F:24])([F:34])[F:35])=[CH:32][CH:31]=2)[CH:6]=1 |f:2.3.4|. Procedure: A round bottom flask was charged with 4-bromoimidazole (1.15 g, 7.81 mmol), CuI (0.07 g, 0.36 mmol), 8-hydroxyquinoline (0.05 g, 0.36 mmol), cesium carbonate (3.39 g, 10.4 mmol) and 4-trifluoromethoxyiodobenzene (1.50 g, 5.21 mmol). A 10:1 mixture of DMF (15 mL) and H2O (1.5 mL) was added to the reaction mixture, and the solution was heated to 130° C. for 4 h. The reaction mixture was then diluted with EtOAc and washed sequentially with H2O, ammonium chloride (NH4Cl, saturated), H2O and sodium b...